This data is from the Open Reaction Database (ORD), a public repository of structured organic reaction records. The task is: describe an organic reaction: reactants, conditions, products, and yield The reactants are CN(CC=O)C(=O)OC(C)(C)C, CC(=O)O[BH-](OC(C)=O)OC(C)=O, ClCCCl, Fc1ccc(-c2nccnc2N2CCNCC2)cc1, [Na+]. The product is CN(CCN1CCN(c2nccnc2-c2ccc(F)cc2)CC1)C(=O)OC(C)(C)C. RXN SMILES: [C:20]([CH3:21])([CH3:22])([CH3:23])[O:24][C:25]([N:26]([CH2:27][CH:28]=[O:29])[CH3:30])=[O:31].[C:32]([O:33][BH-:34]([O:35][C:36](=[O:37])[CH3:38])[O:39][C:40](=[O:41])[CH3:42])(=[O:43])[CH3:44].[Cl:46][CH2:47][CH2:48][Cl:49].[F:1][c:2]1[cH:3][cH:4][c:5](-[c:8]2[c:9]([N:14]3[CH2:15][CH2:16][NH:17][CH2:18][CH2:19]3)[n:10][cH:11][cH:12][n:13]2)[cH:6][cH:7]1.[Na+:45]>>[F:1][c:2]1[cH:3][cH:4][c:5](-[c:8]2[c:9]([N:14]3[CH2:15][CH2:16][N:17]([CH2:28][CH2:27][N:26]([C:25]([O:24][C:20]([CH3:21])([CH3:22])[CH3:23])=[O:31])[CH3:30])[CH2:18][CH2:19]3)[n:10][cH:11][cH:12][n:13]2)[cH:6][cH:7]1. Starting materials: CC(C)(C)OC(=O)NC1CN(C(=O)OCc2ccccc2)CCC1OS(C)(=O)=O, c1ccncc1. Product: O=C1NC2CN(C(=O)OCc3ccccc3)CCC2O1. RXN SMILES: [C:1]([O:5][C:6](=[O:7])[NH:8][CH:9]1[CH2:10][N:11]([C:20](=[O:21])[O:22][CH2:23][c:24]2[cH:25][cH:26][cH:27][cH:28][cH:29]2)[CH2:12][CH2:13][CH:14]1[O:2][S:3]([CH3:4])(=[O:15])=[O:16])([CH3:17])([CH3:18])[CH3:19].[cH:30]1[cH:31][cH:32][n:33][cH:34][cH:35]1>>[O:5]1[C:6](=[O:7])[NH:8][CH:9]2[CH2:10][N:11]([C:20](=[O:21])[O:22][CH2:23][c:24]3[cH:25][cH:26][cH:27][cH:28][cH:29]3)[CH2:12][CH2:13][CH:14]12. The reactants are CCOC(=O)C(OCC)[P+](c1ccccc1)(c1ccccc1)c1ccccc1, Cc1cc2cc(C=O)ccc2[nH]1, CN=C(NC)N(C)C, [Cl-], ClCCl. Yields the product CCOC(=O)C(=Cc1ccc2[nH]c(C)cc2c1)OCC. As a reaction SMILES: [CH2:14]([CH3:15])[O:16][CH:17]([C:18](=[O:19])[O:20][CH2:21][CH3:22])[P+:23]([c:24]1[cH:25][cH:26][cH:27][cH:28][cH:29]1)([c:30]1[cH:31][cH:32][cH:33][cH:34][cH:35]1)[c:36]1[cH:37][cH:38][cH:39][cH:40][cH:41]1.[CH3:1][c:2]1[nH:3][c:4]2[cH:5][cH:6][c:7]([CH:11]=[O:12])[cH:8][c:9]2[cH:10]1.[CH3:42][NH:43][C:44](=[N:45][CH3:46])[N:47]([CH3:48])[CH3:49].[Cl-:13].[Cl:50][CH2:51][Cl:52]>>[CH3:1][c:2]1[nH:3][c:4]2[cH:5][cH:6][c:7]([CH:11]=[C:17]([O:16][CH2:14][CH3:15])[C:18](=[O:19])[O:20][CH2:21][CH3:22])[cH:8][c:9]2[cH:10]1. Reactants: C1CCOC1 (THF), Cl (HCl), COC(=O)C=1SC(=CC1)CCC[C@@H]1C(=CCC1)C1=CC=C(C=C1)[C@@H](CCCCC)OC(C1=CC=C(C=C1)[N+](=O)[O-])=O (5-[3-((S)-2-{4-[(R)-1-(4-Nitro-benzoyloxy)-hexyl]-phenyl}-cyclopent-2-enyl)-propyl]-thiophene-2-carboxylic acid methyl ester), C(=O)([O-])[O-].[K+].[K+] (K2CO3), diester. Solvent: CO (methanol). Conditions: time 1 hour. The product is COC(=O)C=1SC(=CC1)CCC[C@@H]1C(=CCC1)C1=CC=C(C=C1)[C@@H](CCCCC)O (5-(3-{(S)-2-[4-((R)-1-Hydroxy-hexyl)-phenyl]-cyclopent-2-enyl}-propyl)-thiophene-2-carboxylic acid methyl ester). The yield is 73.9%. RXN SMILES: [CH3:1][O:2][C:3]([C:5]1[S:6][C:7]([CH2:10][CH2:11][CH2:12][C@H:13]2[CH2:17][CH2:16][CH:15]=[C:14]2[C:18]2[CH:23]=[CH:22][C:21]([C@H:24]([O:30]C(=O)C3C=CC([N+]([O-])=O)=CC=3)[CH2:25][CH2:26][CH2:27][CH2:28][CH3:29])=[CH:20][CH:19]=2)=[CH:8][CH:9]=1)=[O:4].C([O-])([O-])=O.[K+].[K+].C1COCC1.Cl>CO>[CH3:1][O:2][C:3]([C:5]1[S:6][C:7]([CH2:10][CH2:11][CH2:12][C@H:13]2[CH2:17][CH2:16][CH:15]=[C:14]2[C:18]2[CH:19]=[CH:20][C:21]([C@H:24]([OH:30])[CH2:25][CH2:26][CH2:27][CH2:28][CH3:29])=[CH:22][CH:23]=2)=[CH:8][CH:9]=1)=[O:4] |f:1.2.3|. Reported procedure: A mixture of 45 (40 mg, 0.069 mmol), K2CO3 (10 mg, 0.072 mmol) in methanol (0.5 mL) was stirred at room temperature. After 1 h, the diester had not dissolved and so 0.2 mL THF was added. The reaction was stirred further for 1.5 h and then 10 mL 1 M HCl was added. The mixture was extracted with ethyl acetate (2×20 mL) and the combined solution was dried (Na2SO4), filtered and evaporated. Purification of the residue by flash chromatography using a Combiflash unit by Teledyne Isco (12 g silica gel,...